Dataset: the Open Reaction Database (ORD), a public repository of structured organic reaction records. Task: describe an organic reaction: reactants, conditions, products, and yield Reactants: C(C)(C)(C)OC(=O)N1CCN(CC1)C(C1=C(C=CC=C1)C(F)(F)F)=O (4-(2-trifluoromethyl-benzoyl)-piperazine-1-carboxylic acid tert-butyl ester), CO.Cl (MeOH.HCl), Cl (HCl). Reaction conditions: temperature 0 celsius, time 30 minute. Yield: 103.6%. Yields the product N1(CCNCC1)C(=O)C1=C(C=CC=C1)C(F)(F)F (piperazin-1-yl-(2-trifluoromethyl-phenyl)-methanone). RXN SMILES: C(OC([N:8]1[CH2:13][CH2:12][N:11]([C:14](=[O:25])[C:15]2[CH:20]=[CH:19][CH:18]=[CH:17][C:16]=2[C:21]([F:24])([F:23])[F:22])[CH2:10][CH2:9]1)=O)(C)(C)C.CO.Cl.Cl>>[N:11]1([C:14]([C:15]2[CH:20]=[CH:19][CH:18]=[CH:17][C:16]=2[C:21]([F:23])([F:22])[F:24])=[O:25])[CH2:12][CH2:13][NH:8][CH2:9][CH2:10]1 |f:1.2|. Procedure details: A mixture of 4-(2-trifluoromethyl-benzoyl)-piperazine-1-carboxylic acid tert-butyl ester (2.1 g, 5.87 mmol) and MeOH.HCl (15 mL) was stirred for 30 minutes at 0° C. The reaction mixture was allowed to warm to room temperature and stirred for a further 2 hrs. To complete the reaction HCl gas was then purged into the mixture (NaCl+H2SO4) at 0° C. for 1 hr. The methanol was then evaporated. Toluene (2×20 mL) was added and evaporated. The resultant sticky mass was recrystallized from hexane to affor... Starting materials: Cc1ccccc1, Cc1ccc(-c2ncc(Cl)nc2-c2ccc(C)cc2)cc1, OC1CCNCC1. Product: Cc1ccc(-c2ncc(N3CCC(O)CC3)nc2-c2ccc(C)cc2)cc1. RXN SMILES: [CH3:29][c:30]1[cH:31][cH:32][cH:33][cH:34][cH:35]1.[Cl:1][c:2]1[n:3][c:4](-[c:15]2[cH:16][cH:17][c:18]([CH3:21])[cH:19][cH:20]2)[c:5](-[c:8]2[cH:9][cH:10][c:11]([CH3:14])[cH:12][cH:13]2)[n:6][cH:7]1.[OH:22][CH:23]1[CH2:24][CH2:25][NH:26][CH2:27][CH2:28]1>>[c:2]1([N:26]2[CH2:25][CH2:24][CH:23]([OH:22])[CH2:28][CH2:27]2)[n:3][c:4](-[c:15]2[cH:16][cH:17][c:18]([CH3:21])[cH:19][cH:20]2)[c:5](-[c:8]2[cH:9][cH:10][c:11]([CH3:14])[cH:12][cH:13]2)[n:6][cH:7]1. Reactants: COc1cnc2c(c1)cc(C)n2S(=O)(=O)c1ccccc1, CO, [Na+], [OH-], O. Product: COc1cnc2[nH]c(C)cc2c1. RXN SMILES: [CH3:1][O:2][c:3]1[cH:4][c:5]2[c:6]([n:7][cH:8]1)[n:9]([S:13]([c:14]1[cH:15][cH:16][cH:17][cH:18][cH:19]1)(=[O:20])=[O:21])[c:10]([CH3:12])[cH:11]2.[CH3:25][OH:26].[Na+:23].[OH-:22].[OH2:24]>>[CH3:1][O:2][c:3]1[cH:4][c:5]2[c:6]([n:7][cH:8]1)[nH:9][c:10]([CH3:12])[cH:11]2. Procedure details: Butyllithium (30.1 ml) was added slowly at −78° C. to a solution of N,N-dimethyl-1H-imidazol-1-sulfonamide (8,4 g) in tetrahydrofuran (150 ml) and the mixture was stirred at −78° C. for 15 minutes. Chlorotriethylsilane (8.1 ml) was added and the mixture was stirred till the temperature reached 20° C. The mixture was cooled till −78° C., butyllithium (30.1 ml) was added, the mixture was stirred at −78° C. for 1 hour and allowed to reach −15° C. The mixture was cooled again till −78° C., a solutio... RXN SMILES: [Cl:1][C:2]1[CH:7]=[CH:6][C:5]([C:8]([C:28]2[CH:29]=[C:30]3[C:35](=[CH:36][CH:37]=2)[N:34]([CH3:38])[C:33](=[O:39])[CH:32]=[C:31]3[C:40]2[CH:45]=[CH:44][CH:43]=[CH:42][CH:41]=2)([OH:27])[C:9]2[N:10]=[C:11]([Si](CC)(CC)CC)[N:12]([S:14]([N:17]([CH3:19])[CH3:18])(=[O:16])=[O:15])[CH:13]=2)=[CH:4][CH:3]=1>S(=O)(=O)(O)O.O>[Cl:1][C:2]1[CH:7]=[CH:6][C:5]([C:8]([C:28]2[CH:29]=[C:30]3[C:35](=[CH:36][CH:37]=2)[N:34]([CH3:38])[C:33](=[O:39])[CH:32]=[C:31]3[C:40]2[CH:41]=[CH:42][CH:43]=[CH:44][CH:45]=2)([OH:27])[C:9]2[N:10]=[CH:11][N:12]([S:14]([N:17]([CH3:18])[CH3:19])(=[O:15])=[O:16])[CH:13]=2)=[CH:4][CH:3]=1. The solvent is S(O)(O)(=O)=O (sulfuric acid), O (water). Starting materials: ClC1=CC=C(C=C1)C(C=1N=C(N(C1)S(=O)(=O)N(C)C)[Si](CC)(CC)CC)(O)C=1C=C2C(=CC(N(C2=CC1)C)=O)C1=CC=CC=C1 ((±)-4-[(4-chlorophenyl)(1,2-dihydro-1-methyl-2-oxo-4-phenyl-6-quinolinyl)hydroxymethyl]-N,N-dimethyl-2-(triethylsilyl)-1H-imidazole-1-sulfonamide). The yield is 11.2%. Product: ClC1=CC=C(C=C1)C(C=1N=CN(C1)S(=O)(=O)N(C)C)(O)C=1C=C2C(=CC(N(C2=CC1)C)=O)C1=CC=CC=C1 ((±)-4-[(4-chlorophenyl)(1,2-dihydro-1-methyl-2-oxo-4-phenyl-6-quinolinyl)hydroxymethyl]-N,N-dimethyl-1H-imidazole 1-sulfonamide). Conditions: temperature 110 celsius. Starting materials: CON(Cc1ccc(F)cc1)C(=O)C=C1OC(C)(C)OC1=O, CS(N)(=O)=O. Yields the product CON(Cc1ccc(F)cc1)C(=O)C=C(O)C(=O)NS(C)(=O)=O. As a reaction SMILES: [CH3:1][C:2]1([CH3:21])[O:3][C:4](=[O:22])[C:5](=[CH:7][C:8](=[O:9])[N:10]([O:11][CH3:12])[CH2:13][c:14]2[cH:15][cH:16][c:17]([F:20])[cH:18][cH:19]2)[O:6]1.[CH3:23][S:24](=[O:25])(=[O:26])[NH2:27]>>[O:3]=[C:4]([C:5]([OH:6])=[CH:7][C:8](=[O:9])[N:10]([O:11][CH3:12])[CH2:13][c:14]1[cH:15][cH:16][c:17]([F:20])[cH:18][cH:19]1)[NH:27][S:24]([CH3:23])(=[O:25])=[O:26].